This data is from the Open Reaction Database (ORD), a public repository of structured organic reaction records. The task is: describe an organic reaction: reactants, conditions, products, and yield The reactants are ClC1=NC=C(C(=N1)NCC1=CC(=C(C=C1)OC)Cl)C(=O)OCC (2-chloro-4-(3-chloro-4-methoxybenzylamino)-5-ethoxycarbonylpyrimidine), OCC1=NC=CC=C1 (2-hydroxymethylpyridine), CC(C)([O-])C.[K+] (potassium tert-butoxide). Run in O1CCCC1 (tetrahydrofuran), O (water). Run at time 30 minute. Yields the product N1=C(C=CC=C1)COC1=NC=C(C(=N1)NCC1=CC(=C(C=C1)OC)Cl)C(=O)OCC (2-(2-pyridylmethoxy)-4-(3-chloro-4-methoxybenzylamino)-5-ethoxycarbonylpyrimidine), compound. As a reaction SMILES: Cl[C:2]1[N:7]=[C:6]([NH:8][CH2:9][C:10]2[CH:15]=[CH:14][C:13]([O:16][CH3:17])=[C:12]([Cl:18])[CH:11]=2)[C:5]([C:19]([O:21][CH2:22][CH3:23])=[O:20])=[CH:4][N:3]=1.[OH:24][CH2:25][C:26]1[CH:31]=[CH:30][CH:29]=[CH:28][N:27]=1.CC(C)([O-])C.[K+]>O1CCCC1.O>[N:27]1[CH:28]=[CH:29][CH:30]=[CH:31][C:26]=1[CH2:25][O:24][C:2]1[N:7]=[C:6]([NH:8][CH2:9][C:10]2[CH:15]=[CH:14][C:13]([O:16][CH3:17])=[C:12]([Cl:18])[CH:11]=2)[C:5]([C:19]([O:21][CH2:22][CH3:23])=[O:20])=[CH:4][N:3]=1 |f:2.3|. Procedure details: To a solution of 2-chloro-4-(3-chloro-4-methoxybenzylamino)-5-ethoxycarbonylpyrimidine (prepared in Example 95) 356 mg and 2-hydroxymethylpyridine 109 mg in anhydrous tetrahydrofuran 4.5 ml is added potassium tert-butoxide 112 mg under ice cooling, and the mixture is stirred for 30 minutes. The reaction mixture is diluted with water, extracted twice with ethyl acetate. The combined organic layer is washed with water and an aqueous saturated sodium chloride solution, dried over anhydrous sodium s... Starting materials: Cc1ccccc1, CCOC(C)=O, CC(C)(C)OC(=O)C1CC(=O)CN(C(=O)OCc2ccccc2)C1C(=O)OCc1ccccc1. Yields the product C=C1CC(C(=O)OC(C)(C)C)C(C(=O)OCc2ccccc2)N(C(=O)OCc2ccccc2)C1. As a reaction SMILES: [CH3:35][c:36]1[cH:37][cH:38][cH:39][cH:40][cH:41]1.[CH3:42][CH2:43][O:44][C:45](=[O:46])[CH3:47].[O:1]=[C:2]1[CH2:3][CH:4]([C:28](=[O:29])[O:30][C:31]([CH3:32])([CH3:33])[CH3:34])[CH:5]([C:18](=[O:19])[O:20][CH2:21][c:22]2[cH:23][cH:24][cH:25][cH:26][cH:27]2)[N:6]([C:8](=[O:9])[O:10][CH2:11][c:12]2[cH:13][cH:14][cH:15][cH:16][cH:17]2)[CH2:7]1>>[C:2]1(=[CH2:35])[CH2:3][CH:4]([C:28](=[O:29])[O:30][C:31]([CH3:32])([CH3:33])[CH3:34])[CH:5]([C:18](=[O:19])[O:20][CH2:21][c:22]2[cH:23][cH:24][cH:25][cH:26][cH:27]2)[N:6]([C:8](=[O:9])[O:10][CH2:11][c:12]2[cH:13][cH:14][cH:15][cH:16][cH:17]2)[CH2:7]1. Reported procedure: A mixture of 6-acetyl-4-(4-chlorophenyl)-2-(4-trifluoromethylphenylamino) -5,6,7,8-tetrahydropyrido[4,3-d]pyrimidine monohydrochloride (1.6 g, 3.3 mmol) in 40 mL of aqueous 10% hydrochloric acid was heated to reflux for 60 hours. The mixture was cooled to room temperature and the resulting solid was collected by filtration and recrystallized from water to give 1.1 g (75%) of 4-(4-chlorophenyl)-2-(4-trifluoromethylphenylamino) -5,6,7,8-tetrahydropyrido[4,3-d]pyrimidine monohydrochloride. m.p.>250... Yield: 151.1%. Reaction SMILES: Cl.C([N:5]1[CH2:32][CH2:31][C:8]2[N:9]=[C:10]([NH:20][C:21]3[CH:26]=[CH:25][C:24]([C:27]([F:30])([F:29])[F:28])=[CH:23][CH:22]=3)[N:11]=[C:12]([C:13]3[CH:18]=[CH:17][C:16]([Cl:19])=[CH:15][CH:14]=3)[C:7]=2[CH2:6]1)(=O)C.Cl>>[ClH:19].[Cl:19][C:16]1[CH:17]=[CH:18][C:13]([C:12]2[C:7]3[CH2:6][NH:5][CH2:32][CH2:31][C:8]=3[N:9]=[C:10]([NH:20][C:21]3[CH:22]=[CH:23][C:24]([C:27]([F:30])([F:28])[F:29])=[CH:25][CH:26]=3)[N:11]=2)=[CH:14][CH:15]=1 |f:0.1,3.4|. The product is Cl.ClC1=CC=C(C=C1)C=1C2=C(N=C(N1)NC1=CC=C(C=C1)C(F)(F)F)CCNC2 (4-(4-chlorophenyl)-2-(4-trifluoromethylphenylamino) -5,6,7,8-tetrahydropyrido[4,3-d]pyrimidine monohydrochloride). Starting materials: Cl.C(C)(=O)N1CC2=C(N=C(N=C2C2=CC=C(C=C2)Cl)NC2=CC=C(C=C2)C(F)(F)F)CC1 (6-acetyl-4-(4-chlorophenyl)-2-(4-trifluoromethylphenylamino) -5,6,7,8-tetrahydropyrido[4,3-d]pyrimidine monohydrochloride), Cl (hydrochloric acid). Starting materials: C1(CCCC1)N1C(N(CC=2C1=NC(=NC2)S(=O)C)C2=C(C(=CC(=C2F)OC)OC)F)=O (1-cyclopentyl-3-(2,6-difluoro-3,5-dimethoxy-phenyl)-7-methylsulfinyl-3,4-dihydro-1H-pyrimido[4,5-d]pyrimidin-2-one), C(C)N(CCCCN)CC (4-diethylamino-butylamine). Solvent: O1CCOCC1 (dioxane). Product: C1(CCCC1)N1C(N(CC=2C1=NC(=NC2)NCCCCN(CC)CC)C2=C(C(=CC(=C2F)OC)OC)F)=O (1-Cyclopentyl-7-(4-diethylamino-butylamino)-3-(2,6-difluoro-3,5-dimethoxy-phenyl)-3,4-dihydro-1H-pyrimido[4,5-d]pyrimidin-2-one). Isolated yield 86.0%. Reaction SMILES: [CH:1]1([N:6]2[C:11]3=[N:12][C:13](S(C)=O)=[N:14][CH:15]=[C:10]3[CH2:9][N:8]([C:19]3[C:24]([F:25])=[C:23]([O:26][CH3:27])[CH:22]=[C:21]([O:28][CH3:29])[C:20]=3[F:30])[C:7]2=[O:31])[CH2:5][CH2:4][CH2:3][CH2:2]1.[CH2:32]([N:34]([CH2:40][CH3:41])[CH2:35][CH2:36][CH2:37][CH2:38][NH2:39])[CH3:33]>O1CCOCC1>[CH:1]1([N:6]2[C:11]3=[N:12][C:13]([NH:39][CH2:38][CH2:37][CH2:36][CH2:35][N:34]([CH2:40][CH3:41])[CH2:32][CH3:33])=[N:14][CH:15]=[C:10]3[CH2:9][N:8]([C:19]3[C:24]([F:25])=[C:23]([O:26][CH3:27])[CH:22]=[C:21]([O:28][CH3:29])[C:20]=3[F:30])[C:7]2=[O:31])[CH2:5][CH2:4][CH2:3][CH2:2]1. Reported procedure: In a 1-L round bottom flask, 8.00 g (17.78 mmol) of 1-cyclopentyl-3-(2,6-difluoro-3,5-dimethoxy-phenyl)-7-methylsulfinyl-3,4-dihydro-1H-pyrimido[4,5-d]pyrimidin-2-one in 260 mL of dioxane was treated with 5.10 g (35.36 mmol) of 4-diethylamino-butylamine and heated at reflux for 10 hours under nitrogen atmosphere. The dioxane was evaporated in vacuo. The crude product was purified using medium-pressure chromatography eluting with a gradient of 9:0.5:0.25 to 9:1:0.5 ethyl acetate/methanol/triethyl... Reactants: C(CCC)[Li] (n-Butyllithium), BrC1=C(N=C(O1)CCC)COC1OCCCC1 (5-Bromo-2-propyl-4-(((2-tetrahydropyranyl)oxy)methyl)oxazole), COC=1C=C2C=C(CCC2=CC1OC)[N+](=O)[O-] (1,2-dihydro-6,7-dimethoxy-3-nitronaphthalene). The solvent is C1CCOC1 (THF). Conditions: temperature -78 celsius, time 30 minute. Yields the product COC=1C=C2CCC(C(C2=CC1OC)C1=C(N=C(O1)CCC)COC1OCCCC1)[N+](=O)[O-] (5-(1,2,3,4-tetrahydro-6,7-dimethoxy-2-nitro-1-naphthyl)-2-propyl-4-(((2-tetrahydropyranyl)oxy)methyl)oxazole). Yield: 89.0%. As a reaction SMILES: C([Li])CCC.Br[C:7]1[O:11][C:10]([CH2:12][CH2:13][CH3:14])=[N:9][C:8]=1[CH2:15][O:16][CH:17]1[CH2:22][CH2:21][CH2:20][CH2:19][O:18]1.[CH3:23][O:24][C:25]1[CH:26]=[C:27]2[C:32](=[CH:33][C:34]=1[O:35][CH3:36])[CH2:31][CH2:30][C:29]([N+:37]([O-:39])=[O:38])=[CH:28]2>C1COCC1>[CH3:36][O:35][C:34]1[CH:33]=[C:32]2[C:27](=[CH:26][C:25]=1[O:24][CH3:23])[CH:28]([C:7]1[O:11][C:10]([CH2:12][CH2:13][CH3:14])=[N:9][C:8]=1[CH2:15][O:16][CH:17]1[CH2:22][CH2:21][CH2:20][CH2:19][O:18]1)[CH:29]([N+:37]([O-:39])=[O:38])[CH2:30][CH2:31]2. Reported procedure: n-Butyllithium (2.5M in hexane, 10 mmol) was added to a solution of the compound from step 29c (2.70 g, 8.88 mmol) in 40 mL of THF cooled to -78° C. The resulting yellow solution was stirred for 30 min at -78° C., and a solution of 1,2-dihydro-6,7-dimethoxy-3-nitronaphthalene (2.227 g, 9.48 mmol), from Example 1b, precooled to -78° C., was added via cannula. The reaction was stirred for 2 hours at -78° C., then the reaction was quenched by the addition of 10 mL of satd. NH4Cl. After warming to r...